This data is from the Open Reaction Database (ORD), a public repository of structured organic reaction records. The task is: describe an organic reaction: reactants, conditions, products, and yield The solvent is C(Cl)Cl (methylene chloride). Procedure: About 2 min after dissolving 3-(3-(2-thienyl)isoxazol-5-yl)propanal (27.8 mg, 0. 13 mmol), (2-chlorophenyl)piperidine HCl (26.0 mg, 0.11 mmol), and diisopropylethyl amine (19.5, 0.11 mmol) in 2 mL of dry methylene chloride, were added NaBH(OAc)3 (71.2 mg, 0.34 mmol) and molecular sieves (5 beads). The reaction mixture was reacted for 22 hr and followed the same processes as in Example 1 to obtain 41.4 mg (95.4%) of the target compound. Reaction SMILES: [S:1]1[CH:5]=[CH:4][CH:3]=[C:2]1[C:6]1[CH:10]=[C:9]([CH2:11][CH2:12][CH:13]=O)[O:8][N:7]=1.Cl.[Cl:16][C:17]1[CH:22]=[CH:21][CH:20]=[CH:19][C:18]=1[N:23]1[CH2:28][CH2:27]C[CH2:25][CH2:24]1.C([N:32](C(C)C)CC)(C)C.[BH-](OC(C)=O)(OC(C)=O)OC(C)=O.[Na+]>C(Cl)Cl>[Cl:16][C:17]1[CH:22]=[CH:21][CH:20]=[CH:19][C:18]=1[N:23]1[CH2:28][CH2:27][N:32]([CH2:13][CH2:12][CH2:11][C:9]2[O:8][N:7]=[C:6]([C:2]3[S:1][CH:5]=[CH:4][CH:3]=3)[CH:10]=2)[CH2:25][CH2:24]1 |f:1.2,4.5|. Reactants: [BH-](OC(=O)C)(OC(=O)C)OC(=O)C.[Na+] (NaBH(OAc)3), S1C(=CC=C1)C1=NOC(=C1)CCC=O (3-(3-(2-thienyl)isoxazol-5-yl)propanal), Cl.ClC1=C(C=CC=C1)N1CCCCC1 ((2-chlorophenyl)piperidine HCl), C(C)(C)N(CC)C(C)C (diisopropylethyl amine). The yield is 97.0%. The product is ClC1=C(C=CC=C1)N1CCN(CC1)CCCC1=CC(=NO1)C=1SC=CC1 (2-(5-{3-[4-(2-Chlorophenyl)piperazinyl]propyl}isoxazol-3-yl)thiophene). Reactants: BrC1=CC=C(C(=O)N)C=C1 (4-bromobenzamide), ClC(C=O)(C)Cl (2,2-dichloropropionaldehyde), N1N=NC2=C1C=CC=C2 (benzotriazole), C1(=CC=C(C=C1)S(=O)(=O)O)C (p-toluenesulfonic acid). Product: N1(N=NC2=C1C=CC=C2)C(C(C)(Cl)Cl)NC(C2=CC=C(C=C2)Br)=O (N-[1-(1H-1,2,3-benzotriazol-1-yl)-2,2-dichloropropyl]-4-bromobenzamide). Reaction SMILES: [Br:1][C:2]1[CH:10]=[CH:9][C:5]([C:6]([NH2:8])=[O:7])=[CH:4][CH:3]=1.[Cl:11][C:12]([Cl:16])([CH3:15])[CH:13]=O.[NH:17]1[C:21]2[CH:22]=[CH:23][CH:24]=[CH:25][C:20]=2[N:19]=[N:18]1.C1(C)C=CC(S(O)(=O)=O)=CC=1>>[N:17]1([CH:13]([NH:8][C:6](=[O:7])[C:5]2[CH:9]=[CH:10][C:2]([Br:1])=[CH:3][CH:4]=2)[C:12]([Cl:16])([Cl:11])[CH3:15])[C:21]2[CH:22]=[CH:23][CH:24]=[CH:25][C:20]=2[N:19]=[N:18]1. Procedure details: A suspension of 4-bromobenzamide, 2,2-dichloropropionaldehyde, benzotriazole, and p-toluenesulfonic acid was processed as described in Example 53A to provide the desired product.